Dataset: the Open Reaction Database (ORD), a public repository of structured organic reaction records. Task: describe an organic reaction: reactants, conditions, products, and yield The reactants are C(C)(=O)C1=CC(=C(C(=O)O)C=C1)C (4-acetyl-2-methyl-benzoic acid), C(C(=O)Cl)(=O)Cl (oxalyl chloride). Solvent: ClCCl (dichloromethane), CN(C=O)C (dimethylformamide). Run at time 1 hour. Product: C(C)(=O)C1=CC(=C(C(=O)Cl)C=C1)C (4-acetyl-2-methyl-benzoic acid chloride). Reaction SMILES: [C:1]([C:4]1[CH:12]=[CH:11][C:7]([C:8](O)=[O:9])=[C:6]([CH3:13])[CH:5]=1)(=[O:3])[CH3:2].C(Cl)(=O)C([Cl:17])=O>ClCCl.CN(C)C=O>[C:1]([C:4]1[CH:12]=[CH:11][C:7]([C:8]([Cl:17])=[O:9])=[C:6]([CH3:13])[CH:5]=1)(=[O:3])[CH3:2]. Procedure details: To a suspension of 4-acetyl-2-methyl-benzoic acid (1 g, prepared as described in WO2009001942) in dichloromethane (200 ml) and dimethylformamide (0.2 ml) under argon atmosphere at room temperature, was added dropwise oxalyl chloride (0.53 ml) then the resulting mixture was stirred 1 hour at room temperature until the solid was dissolved. The solvent was removed in vacuo to afford crude 4-acetyl-2-methyl-benzoic acid chloride. To a solution of (R)-4-amino-2-ethyl-isoxazolidin-3-one (1.64 g, Examp... Reactants: ClC1=CC=C(S1)C(=O)NC[C@H]1CN(C(O1)=O)C1=CC(=C(C=C1)N1CCOCC1)F (5-chloro-N-{[(5S)-3-(3-fluoro-4-morpholinophenyl)-2-oxo-1,3-oxazolidin-5-yl]methyl}-2-thiophenecarboxamide), magnesium salt, C1=CC(=C(C(=C1)OO)C(=O)O)C(=O)O (monoperoxyphthalic acid). Yields the product ClC1=CC=C(S1)C(=O)[NH+](C[C@@H]1CN(C(O1)=O)C1=CC(=C(C=C1)N1CCOCC1)F)[O-] (5-Chloro-N-{[(5S)-3-(3-fluoro-4-morpholinophenyl)-2-oxo-1,3-oxazolidin-5-yl]methyl}-2-thiophenecarboxamide N-oxide). Reaction SMILES: [Cl:1][C:2]1[S:6][C:5]([C:7]([NH:9][CH2:10][C@@H:11]2[O:15][C:14](=[O:16])[N:13]([C:17]3[CH:22]=[CH:21][C:20]([N:23]4[CH2:28][CH2:27][O:26][CH2:25][CH2:24]4)=[C:19]([F:29])[CH:18]=3)[CH2:12]2)=[O:8])=[CH:4][CH:3]=1.C1C=C([O:36]O)C(C(O)=O)=C(C(O)=O)C=1>>[Cl:1][C:2]1[S:6][C:5]([C:7]([NH+:9]([O-:36])[CH2:10][C@H:11]2[O:15][C:14](=[O:16])[N:13]([C:17]3[CH:22]=[CH:21][C:20]([N:23]4[CH2:24][CH2:25][O:26][CH2:27][CH2:28]4)=[C:19]([F:29])[CH:18]=3)[CH2:12]2)=[O:8])=[CH:4][CH:3]=1. Procedure details: is obtained by treating 5-chloro-N-{[(5S)-3-(3-fluoro-4-morpholinophenyl)-2-oxo-1,3-oxazolidin-5-yl]methyl}-2-thiophenecarboxamide from Example 1 with the magnesium salt of monoperoxyphthalic acid. Starting materials: O=C(OCc1ccccc1)C(Cc1ccccc1)CS(=O)(=O)Cl, ClCCl, O=C1CNCCN1, c1ccncc1. The product is O=C1CN(S(=O)(=O)CC(Cc2ccccc2)C(=O)OCc2ccccc2)CCN1. RXN SMILES: [CH2:1]([c:2]1[cH:3][cH:4][cH:5][cH:6][cH:7]1)[O:8][C:9](=[O:10])[CH:11]([CH2:12][S:13](=[O:14])(=[O:15])[Cl:16])[CH2:17][c:18]1[cH:19][cH:20][cH:21][cH:22][cH:23]1.[Cl:31][CH2:32][Cl:33].[O:24]=[C:25]1[NH:26][CH2:27][CH2:28][NH:29][CH2:30]1.[cH:34]1[cH:35][cH:36][n:37][cH:38][cH:39]1>>[CH2:1]([c:2]1[cH:3][cH:4][cH:5][cH:6][cH:7]1)[O:8][C:9](=[O:10])[CH:11]([CH2:12][S:13](=[O:14])(=[O:15])[N:29]1[CH2:28][CH2:27][NH:26][C:25](=[O:24])[CH2:30]1)[CH2:17][c:18]1[cH:19][cH:20][cH:21][cH:22][cH:23]1. Reactants: C(CC)OC(=O)[C@@H]1CC[C@H](CC1)C(CO)NC(=O)OC(C)(C)C (trans-4-(1-tert-Butoxycarbonylamino-2-hydroxy-ethyl)-cyclohexane-carboxylic acid propyl ester), C(=O)(O)[O-].[Na+] (NaHCO3), CC1(CCCC(N1[O])(C)C)C (TEMPO), C(=O)(O)[O-].[Na+] (NaHCO3), [K+].[Br-] (KBr). Solvent: CC(=O)C (acetone). Run at temperature 0 celsius, time 1 hour. Product: C(CC)OC(=O)C1CCC(CC1)C(C(=O)O)NC(=O)OC(C)(C)C (4-(tert-Butoxycarbonylamino-carboxy-methyl)cyclohexane-carboxylic acid propyl ester). Isolated yield 99.4%. RXN SMILES: [C:1]([O-:4])([OH:3])=O.[Na+].[CH2:6]([O:9][C:10]([C@H:12]1[CH2:17][CH2:16][C@H:15]([CH:18]([NH:21][C:22]([O:24][C:25]([CH3:28])([CH3:27])[CH3:26])=[O:23])CO)[CH2:14][CH2:13]1)=[O:11])[CH2:7][CH3:8].[K+].[Br-].CC1(C)N([O])C(C)(C)CCC1>CC(C)=O>[CH2:6]([O:9][C:10]([CH:12]1[CH2:17][CH2:16][CH:15]([CH:18]([NH:21][C:22]([O:24][C:25]([CH3:26])([CH3:28])[CH3:27])=[O:23])[C:1]([OH:4])=[O:3])[CH2:14][CH2:13]1)=[O:11])[CH2:7][CH3:8] |f:0.1,3.4,^1:34|. Procedure details: 5% NaHCO3 (16 mL) was added to a 250 mL RB flask. A solution of cis-/trans-4-(1-tert-Butoxycarbonylamino-2-hydroxy-ethyl)cyclohexanecarboxylic acid propyl ester (1-5, prepared according to Example 1) (1.65 g, 1 eq) in acetone (37 mL) was added. The mixture was cooled to 0° C. with an ice-H2O bath. KBr (119.00, 60 mg, 0.1 eq) was added, followed by the addition of TEMPO (825 mg, 1.05 eq). Bleach (12.5 mL) was added dropwise. The reaction mixture was stirred at 0° C. for 1 hour. Another portion of... Starting materials: NC(C=1C=C(CONC(=O)C2C(N(C(C3=CC=CC=C23)=O)C2C(CCCC2)NS(=O)(=O)C)C2=C(C=C(C=C2)Cl)Cl)C=CC1)=NO ((3RS,4RS)—N-({3-[amino(hydroxyimino)methyl]benzyl}oxy)-3-(2,4-dichlorophenyl)-2-{(1SR,2SR)-2-[(methylsulfonyl)amino]cyclohexyl}-1-oxo-1,2,3,4-tetrahydroisoquinoline-4-carboxamide), CN(C)C=O (DMF), N1=CC=CC=C1 (pyridine), ClC(=O)OCC(CCCC)CC (2-ethylhexyl chloroformate). Run in C(C)(=O)OCC (ethyl acetate). The product is NC(C=1C=C(CONC(=O)C2C(N(C(C3=CC=CC=C23)=O)C2C(CCCC2)NS(=O)(=O)C)C2=C(C=C(C=C2)Cl)Cl)C=CC1)=NOC(=O)OCC(CCCC)CC ((3RS,4RS)—N-[(3-{amino[({[(2-ethyl hexyl)oxy]carbonyl}oxy)imino]methyl}benzyl)oxy]-3-(2,4-dichlorophenyl)-2-{(1SR,2SR)-2-[(methylsulfonyl)amino]cyclohexyl}-1-oxo-1,2,3,4-tetrahydroisoquinoline-4-carboxamide). As a reaction SMILES: [NH2:1][C:2](=[N:44][OH:45])[C:3]1[CH:4]=[C:5]([CH:41]=[CH:42][CH:43]=1)[CH2:6][O:7][NH:8][C:9]([CH:11]1[C:20]2[C:15](=[CH:16][CH:17]=[CH:18][CH:19]=2)[C:14](=[O:21])[N:13]([CH:22]2[CH2:27][CH2:26][CH2:25][CH2:24][CH:23]2[NH:28][S:29]([CH3:32])(=[O:31])=[O:30])[CH:12]1[C:33]1[CH:38]=[CH:37][C:36]([Cl:39])=[CH:35][C:34]=1[Cl:40])=[O:10].CN(C=O)C.N1C=CC=CC=1.Cl[C:58]([O:60][CH2:61][CH:62]([CH2:67][CH3:68])[CH2:63][CH2:64][CH2:65][CH3:66])=[O:59]>C(OCC)(=O)C>[NH2:1][C:2](=[N:44][O:45][C:58]([O:60][CH2:61][CH:62]([CH2:67][CH3:68])[CH2:63][CH2:64][CH2:65][CH3:66])=[O:59])[C:3]1[CH:4]=[C:5]([CH:41]=[CH:42][CH:43]=1)[CH2:6][O:7][NH:8][C:9]([CH:11]1[C:20]2[C:15](=[CH:16][CH:17]=[CH:18][CH:19]=2)[C:14](=[O:21])[N:13]([CH:22]2[CH2:27][CH2:26][CH2:25][CH2:24][CH:23]2[NH:28][S:29]([CH3:32])(=[O:31])=[O:30])[CH:12]1[C:33]1[CH:38]=[CH:37][C:36]([Cl:39])=[CH:35][C:34]=1[Cl:40])=[O:10]. Procedure: To a mixed liquid of 280 mg of (3RS,4RS)—N-({3-[amino(hydroxyimino)methyl]benzyl}oxy)-3-(2,4-dichlorophenyl)-2-{(1SR,2SR)-2-[(methylsulfonyl)amino]cyclohexyl}-1-oxo-1,2,3,4-tetrahydroisoquinoline-4-carboxamide and 10 ml of DMF were added 0.037 ml of pyridine and subsequently 0.084 ml of 2-ethylhexyl chloroformate under ice-cooling, followed by stirring under ice-cooling for 30 minutes. To the reaction solution was added ethyl acetate, followed by washing with water and a saturated aqueous sodium... Reactants: CNCC1=CC=CC2=CC=CC=C12 (N-methyl-1-naphthylmethylamine), C([O-])([O-])=O.[Na+].[Na+] (sodium carbonate), CN(C=O)C (dimethylformamide), C(C)(C)(CC)C1=CC=C(CCl)C=C1 (4-tert-pentylbenzyl chloride). The solvent is O (water). Run at time 16 hour. The product is Cl.C(C)(C)(CC)C1=CC=C(CN(C)CC2=CC=CC3=CC=CC=C23)C=C1 (N-(4-tert-pentylbenzyl)-N-methyl-1-naphthylmethylamine hydrochloride), Compound. RXN SMILES: [CH3:1][NH:2][CH2:3][C:4]1[C:13]2[C:8](=[CH:9][CH:10]=[CH:11][CH:12]=2)[CH:7]=[CH:6][CH:5]=1.C(=O)([O-])[O-].[Na+].[Na+].CN(C)C=O.[C:25]([C:30]1[CH:37]=[CH:36][C:33]([CH2:34][Cl:35])=[CH:32][CH:31]=1)([CH2:28][CH3:29])([CH3:27])[CH3:26]>O>[ClH:35].[C:25]([C:30]1[CH:37]=[CH:36][C:33]([CH2:34][N:2]([CH2:3][C:4]2[C:13]3[C:8](=[CH:9][CH:10]=[CH:11][CH:12]=3)[CH:7]=[CH:6][CH:5]=2)[CH3:1])=[CH:32][CH:31]=1)([CH2:28][CH3:29])([CH3:27])[CH3:26] |f:1.2.3,7.8|. Procedure: To a mixture of 1.03 g of N-methyl-1-naphthylmethylamine, 0.7 g of sodium carbonate and 10 ml of dimethylformamide was added 1.3 g of 4-tert-pentylbenzyl chloride and was stirred at room temperature for 16 hours. The reaction mixture was poured into water and extracted with benzene, and the benzene solution was washed with water. After distilling away benzene, 1.5 ml of concentrated hydrochloric acid was added and then an excess of concentrated hydrochloric acid was removed. A small amount of ac... The reactants are B, C1CCOC1, O=C(O)C1NCCC1c1ccccc1. The product is OCC1NCCC1c1ccccc1. RXN SMILES: [BH3:1].[O:16]1[CH2:17][CH2:18][CH2:19][CH2:20]1.[c:2]1([CH:8]2[CH:9]([C:13](=[O:14])[OH:15])[NH:10][CH2:11][CH2:12]2)[cH:3][cH:4][cH:5][cH:6][cH:7]1>>[c:2]1([CH:8]2[CH:9]([CH2:13][OH:14])[NH:10][CH2:11][CH2:12]2)[cH:3][cH:4][cH:5][cH:6][cH:7]1.